Dataset: the Open Reaction Database (ORD), a public repository of structured organic reaction records. Task: describe an organic reaction: reactants, conditions, products, and yield The reactants are C(C)N(C1=NC(=CC(=C1)C1=NC(=NO1)C1=CC(=C(C(=C1)C)OC[C@H]1OC1)CC)C)CC (diethyl-{4-[3-((S)-3-ethyl-5-methyl-4-oxiranylmethoxy-phenyl)-[1,2,4]oxadiazol-5-yl]-6-methyl-pyridin-2-yl}-amine), C[O-].[Na+] (NaOMe). Run in CO (methanol), CC(OCC)=O (EA). The product is C(C)N(C1=NC(=CC(=C1)C1=NC(=NO1)C1=CC(=C(OC[C@H](COC)O)C(=C1)C)CC)C)CC ((S)-1-{4-[5-(2-Diethylamino-6-methyl-pyridin-4-yl)-[1,2,4]oxadiazol-3-yl]-2-ethyl-6-methyl-phenoxy}-3-methoxy-propan-2-ol). RXN SMILES: [CH2:1]([N:3]([CH2:30][CH3:31])[C:4]1[CH:9]=[C:8]([C:10]2[O:14][N:13]=[C:12]([C:15]3[CH:20]=[C:19]([CH3:21])[C:18]([O:22][CH2:23][C@@H:24]4[CH2:26][O:25]4)=[C:17]([CH2:27][CH3:28])[CH:16]=3)[N:11]=2)[CH:7]=[C:6]([CH3:29])[N:5]=1)[CH3:2].[CH3:32][O-:33].[Na+]>CO.CC(=O)OCC>[CH2:30]([N:3]([CH2:1][CH3:2])[C:4]1[CH:9]=[C:8]([C:10]2[O:14][N:13]=[C:12]([C:15]3[CH:20]=[C:19]([CH3:21])[C:18]([O:22][CH2:23][C@@H:24]([OH:25])[CH2:26][O:33][CH3:32])=[C:17]([CH2:27][CH3:28])[CH:16]=3)[N:11]=2)[CH:7]=[C:6]([CH3:29])[N:5]=1)[CH3:31] |f:1.2|. Reported procedure: A solution of diethyl-{4-[3-((S)-3-ethyl-5-methyl-4-oxiranylmethoxy-phenyl)-[1,2,4]oxadiazol-5-yl]-6-methyl-pyridin-2-yl}-amine (100 mg, 0.229 mmol) in 5.4 M NaOMe in methanol (5 mL) is stirred at 70° C. for 72 h. The mixture is diluted with EA and washed with water and brine. The org. extract is dried over Na2SO4, filtered and concentrated. The crude product is purified on prep. TLC plates with heptane:EA 1:1 to give the title compound (91 mg) as a yellow solid; LC-MS*: tR=1.21 min, [M+1]+=455.... The reactants are [BH4-], COc1cccc(CCN(C(=O)C2CCCCC2)c2ccccc2)c1, ClCCl, N#N, [Na+], O=P(Cl)(Cl)Cl. Yields the product COc1ccc2c(c1)CCN(c1ccccc1)C2C1CCCCC1. RXN SMILES: [BH4-:28].[CH3:1][O:2][c:3]1[cH:4][c:5]([CH2:9][CH2:10][N:11]([C:12](=[O:13])[CH:14]2[CH2:15][CH2:16][CH2:17][CH2:18][CH2:19]2)[c:20]2[cH:21][cH:22][cH:23][cH:24][cH:25]2)[cH:6][cH:7][cH:8]1.[Cl:35][CH2:36][Cl:37].[N:26]#[N:27].[Na+:29].[P:30]([Cl:31])([Cl:32])([Cl:33])=[O:34]>>[CH3:1][O:2][c:3]1[cH:4][c:5]2[c:6]([cH:7][cH:8]1)[CH:12]([CH:14]1[CH2:15][CH2:16][CH2:17][CH2:18][CH2:19]1)[N:11]([c:20]1[cH:21][cH:22][cH:23][cH:24][cH:25]1)[CH2:10][CH2:9]2. Yields the product C(C)(C)(C)OC(NC1=NC=C(C=C1)C1=CN=C(C=2N1C=C(N2)\C=C\C2=NC1=CC=CC=C1C=C2)N2CCOCC2)=O ((E)-tert-Butyl5-(8-morpholino-2-(2-(quinolin-2-yl)vinyl)imidazo[1,2-a]pyrazin-5-yl)pyridin-2-ylcarbamate). Reaction SMILES: Br[C:2]1[N:7]2[CH:8]=[C:9](/[CH:11]=[CH:12]/[C:13]3[CH:22]=[CH:21][C:20]4[C:15](=[CH:16][CH:17]=[CH:18][CH:19]=4)[N:14]=3)[N:10]=[C:6]2[C:5]([N:23]2[CH2:28][CH2:27][O:26][CH2:25][CH2:24]2)=[N:4][CH:3]=1.CC1(C)C(C)(C)OB([C:37]2[CH:38]=[CH:39][C:40]([NH:43][C:44](=[O:50])[O:45][C:46]([CH3:49])([CH3:48])[CH3:47])=[N:41][CH:42]=2)O1>>[C:46]([O:45][C:44](=[O:50])[NH:43][C:40]1[CH:39]=[CH:38][C:37]([C:2]2[N:7]3[CH:8]=[C:9](/[CH:11]=[CH:12]/[C:13]4[CH:22]=[CH:21][C:20]5[C:15](=[CH:16][CH:17]=[CH:18][CH:19]=5)[N:14]=4)[N:10]=[C:6]3[C:5]([N:23]3[CH2:28][CH2:27][O:26][CH2:25][CH2:24]3)=[N:4][CH:3]=2)=[CH:42][N:41]=1)([CH3:49])([CH3:47])[CH3:48]. Procedure: Compound 2b (500 mg, 1.15 mmol) was subjected to Suzuki coupling conditions with tert-butyl 5-(4,4,5,5-tetramethyl-1,3,2-dioxaborolan-2-yl)pyridine-2-ylcarbamate using the reaction conditions described in Example 1, Step G to obtain compound 13a as a yellow solid (300 mg, 48% yield). Mass Spectrum (LCMS, ESI pos.): Calcd. for C31H31N7O3: 550.2 (M+H). Found 550.2. Reactants: BrC1=CN=C(C=2N1C=C(N2)\C=C\C2=NC1=CC=CC=C1C=C2)N2CCOCC2 ((E)-4-(5-Bromo-2-(2-(quinolin-2-yl)vinyl)imidazo[1,2-a]pyrazin-8-yl)morpholine), CC1(OB(OC1(C)C)C=1C=CC(=NC1)NC(OC(C)(C)C)=O)C (tert-butyl 5-(4,4,5,5-tetramethyl-1,3,2-dioxaborolan-2-yl)pyridine-2-ylcarbamate). Isolated yield 48.0%. The reactants are CN(\C=C(/C(=O)OCC)\C(C1=C(C=CC(=C1)I)F)=O)C ((Z)-ethyl 3-(dimethylamino)-2-(2-fluoro-5-iodobenzoyl)acrylate), NCCN1CCOCC1 (4-(2-aminoethyl)morpholine). Conditions: temperature 0 celsius, time 3 hour. Procedure: A suspension of ethyl 3-(dimethylamino)-2-(2-fluoro-5-iodobenzoyl)acrylate (WO2006/010733, 294 mg, 0.75 mmol) in ethanol (2.500 mL) and diethyl ether (5 mL) was cooled 0° C. and 4-(2-aminoethyl)morpholine (103 mg, 0.79 mmol) was added dropwise. The reaction mixture was stirred for 3 h, then concentrated under reduced pressure to give the desired product (358 mg). MS (ESP): 477 (M+H+) for C18H22FIN2O4. The solvent is C(C)O (ethanol), C(C)OCC (diethyl ether). RXN SMILES: C[N:2]([CH3:20])/[CH:3]=[C:4](/[C:10](=[O:19])[C:11]1[CH:16]=[C:15]([I:17])[CH:14]=[CH:13][C:12]=1[F:18])\[C:5]([O:7][CH2:8][CH3:9])=[O:6].NC[CH2:23][N:24]1[CH2:29][CH2:28][O:27][CH2:26][CH2:25]1>C(O)C.C(OCC)C>[F:18][C:12]1[CH:13]=[CH:14][C:15]([I:17])=[CH:16][C:11]=1[C:10]([C:4](=[CH:3][NH:2][CH2:20][CH2:23][N:24]1[CH2:29][CH2:28][O:27][CH2:26][CH2:25]1)[C:5]([O:7][CH2:8][CH3:9])=[O:6])=[O:19]. Isolated yield 100.2%. Product: FC1=C(C(=O)C(C(=O)OCC)=CNCCN2CCOCC2)C=C(C=C1)I (Ethyl 2-(2-fluoro-5-iodobenzoyl)-3-(2-morpholinoethylamino)acrylate). The reactants are FC=1C=C(C=C(C1)F)P(O)C1=CC(=CC(=C1)F)F (Bis(3,5-difluorophenyl)phosphinous acid), C1(=CC=CC=C1)[SiH3] (phenylsilane). Reaction conditions: temperature 130 celsius, time 3 hour. Yields the product FC=1C=C(C=C(C1)F)PC1=CC(=CC(=C1)F)F (Bis(3.5-difluorophenyl)phosphine). As a reaction SMILES: [F:1][C:2]1[CH:3]=[C:4]([P:9]([C:11]2[CH:16]=[C:15]([F:17])[CH:14]=[C:13]([F:18])[CH:12]=2)O)[CH:5]=[C:6]([F:8])[CH:7]=1.C1([SiH3])C=CC=CC=1>>[F:17][C:15]1[CH:16]=[C:11]([PH:9][C:4]2[CH:5]=[C:6]([F:8])[CH:7]=[C:2]([F:1])[CH:3]=2)[CH:12]=[C:13]([F:18])[CH:14]=1. Procedure: Bis(3,5-difluorophenyl)phosphinous acid (4.78 g=0.0174 mole) was placed in a 50 mL round bottom flask equipped with a magnetic stirring bar and a condenser with a nitrogen inlet tube. To this was added phenylsilane (1.54 g=0.014 mole). With stirring, the reaction was heated to 130° C. for three hours. As the temperature rose, the mixture became homogeneous and remained as such. After three hours, the reaction mixture was distilled, collecting the fraction boiling at 128°-138° C. at 0.05 mm Hg. T...